From a dataset of the Open Reaction Database (ORD), a public repository of structured organic reaction records. describe an organic reaction: reactants, conditions, products, and yield Reactants: CO, CCOC(=O)CP(=O)(OCC)OCC, CCC(=O)c1ccc(F)cc1, [Li]CCCC, C1CCOC1. Product: CCOC(=O)C=C(CC)c1ccc(F)cc1. As a reaction SMILES: [CH3:20][OH:21].[CH3:6][CH2:7][O:8][C:9](=[O:10])[CH2:11][P:12]([O:13][CH2:14][CH3:15])([O:16][CH2:17][CH3:18])=[O:19].[F:22][c:23]1[cH:24][cH:25][c:26]([C:29]([CH2:30][CH3:31])=[O:32])[cH:27][cH:28]1.[Li:1][CH2:2][CH2:3][CH2:4][CH3:5].[O:33]1[CH2:34][CH2:35][CH2:36][CH2:37]1>>[CH3:6][CH2:7][O:8][C:9](=[O:10])[CH:11]=[C:29]([c:26]1[cH:25][cH:24][c:23]([F:22])[cH:28][cH:27]1)[CH2:30][CH3:31]. Reactants: C(C)OC(=O)C=1C(=C2C(=C(N1)C#N)N(C=C2)CC2=CC=C(C=C2)OC)O (7-cyano-4-hydroxy-1-(4-methoxy-benzyl)-1H-pyrrolo[2,3-c]pyridine-5-carboxylic acid ethyl ester), C(C)(=O)OC(C)=O (acetic anhydride). The solvent is C(C)N(CC)CC (triethylamine). Product: C(C)OC(=O)C=1C(=C2C(=C(N1)C#N)N(C=C2)CC2=CC=C(C=C2)OC)OC(C)=O (4-Acetoxy-7-cyano-1-(4-methoxy-benzyl)-1H-pyrrolo[2,3-c]pyridine-5-carboxylic acid ethyl ester). Reaction SMILES: [CH2:1]([O:3][C:4]([C:6]1[C:7]([OH:26])=[C:8]2[CH:16]=[CH:15][N:14]([CH2:17][C:18]3[CH:23]=[CH:22][C:21]([O:24][CH3:25])=[CH:20][CH:19]=3)[C:9]2=[C:10]([C:12]#[N:13])[N:11]=1)=[O:5])[CH3:2].[C:27](OC(=O)C)(=[O:29])[CH3:28]>C(N(CC)CC)C>[CH2:1]([O:3][C:4]([C:6]1[C:7]([O:26][C:27](=[O:29])[CH3:28])=[C:8]2[CH:16]=[CH:15][N:14]([CH2:17][C:18]3[CH:19]=[CH:20][C:21]([O:24][CH3:25])=[CH:22][CH:23]=3)[C:9]2=[C:10]([C:12]#[N:13])[N:11]=1)=[O:5])[CH3:2]. Reported procedure: Prepared in analogy to that of Example 120(a) from 7-cyano-4-hydroxy-1-(4-methoxy-benzyl)-1H-pyrrolo[2,3-c]pyridine-5-carboxylic acid ethyl ester, acetic anhydride, and triethylamine. The title compound, ESI MS (m/z): 394 (M+H)+. The reactants are C(C)OC(=O)C1=CC(=C2C(=C(C(=CN2C1=O)F)Cl)C)C1CC1 (8-chloro-1-cyclopropyl-7-fluoro-9-methyl-4-oxo-4H-quinolizine-3-carboxylic acid ethyl ester), N1(CCCCC1)C1CCNCC1 (4-(1-piperidyl)piperidine). The solvent is C(C)#N (acetonitrile). Yields the product N1(CCCCC1)C1CCN(CC1)C=1C(=CN2C(C(=CC(=C2C1C)C1CC1)C(=O)O)=O)F (8-(4-(1-piperidyl)-1-piperidyl)-1-cyclopropyl-7-fluoro-9-methyl-4-oxo-4H-quinolizine-3-carboxylic acid). As a reaction SMILES: C([O:3][C:4]([C:6]1[C:15](=[O:16])[N:14]2[C:9]([C:10]([CH3:19])=[C:11](Cl)[C:12]([F:17])=[CH:13]2)=[C:8]([CH:20]2[CH2:22][CH2:21]2)[CH:7]=1)=[O:5])C.[N:23]1([CH:29]2[CH2:34][CH2:33][NH:32][CH2:31][CH2:30]2)[CH2:28][CH2:27][CH2:26][CH2:25][CH2:24]1>C(#N)C>[N:23]1([CH:29]2[CH2:34][CH2:33][N:32]([C:11]3[C:12]([F:17])=[CH:13][N:14]4[C:9]([C:10]=3[CH3:19])=[C:8]([CH:20]3[CH2:22][CH2:21]3)[CH:7]=[C:6]([C:4]([OH:3])=[O:5])[C:15]4=[O:16])[CH2:31][CH2:30]2)[CH2:28][CH2:27][CH2:26][CH2:25][CH2:24]1. Procedure: A 70 mg sample of 8-chloro-1-cyclopropyl-7-fluoro-9-methyl-4-oxo-4H-quinolizine-3-carboxylic acid ethyl ester, from Example 253i above, was dissolved in 2 mL of anhydrous acetonitrile, reacted with 4-(1-piperidyl)piperidine (70 mg, 0.4 mmol, Aldrich Chem. Co.), and carried forward as described in Example 253j-k to give the title product. MS 428 (M+H)+ ; 1H NMR (CDCl3) ∂: 0.69 (m, 2H), 1.02 (m, 2H), 1.18 (m, 4H), 2.27 (n, 1H), 2.78 (s, 3H), 2.72 (m, 1H), 3.35 (m, 3H), 3.55 (m, 1H), 3.75 (m, 1H), ... Reaction conditions: time 64 hour. Reagents/catalysts: [Ni] (Raney nickel). Reaction SMILES: [NH4+].[CH3:2][O:3][CH2:4][O:5][C:6]1[CH:11]=[CH:10][C:9]([CH2:12][CH:13]([C:16]2[CH:17]=[N:18][CH:19]=[CH:20][CH:21]=2)[C:14]#[N:15])=[CH:8][CH:7]=1>[Ni].CO>[CH3:2][O:3][CH2:4][O:5][C:6]1[CH:7]=[CH:8][C:9]([CH2:12][CH:13]([C:16]2[CH:17]=[N:18][CH:19]=[CH:20][CH:21]=2)[CH2:14][NH2:15])=[CH:10][CH:11]=1. Run in saturated solution, CO (methanol). The product is COCOC1=CC=C(C=C1)CC(CN)C=1C=NC=CC1 (3-(4-methoxymethyloxyphenyl)-2-(3-pyridyl)propylamine). Starting materials: [NH4+] (ammonium), COCOC1=CC=C(C=C1)CC(C#N)C=1C=NC=CC1 (3-(4-methoxymethyloxyphenyl)-2-(3-pyridyl)propionitrile). Procedure: An appropriate amount of Raney nickel was suspended in 30 ml of saturated solution of ammonium and methanol, followed by addition of 5.75 g of 3-(4-methoxymethyloxyphenyl)-2-(3-pyridyl)propionitrile, and stirred for 64 hours under hydrogen atmosphere of 15 atm. The reaction mixture was filtered and the filtrate was concentrated under reduced pressure. The residue obtained was subjected to chromatography on a silica gel column, which was then eluted with aqueous ammonia-methanol-chloroform (1:10:... Isolated yield 85.3%. Starting materials: C1CCOC1, [Li]CCCC, Nc1cccc(C=C2c3ccc(Cl)cc3CCc3sccc32)c1, ClC(Cl)(Cl)C(Cl)(Cl)Cl. The product is Nc1cccc(C=C2c3ccc(Cl)cc3CCc3sc(Cl)cc32)c1. Reaction SMILES: [CH2:37]1[O:38][CH2:39][CH2:40][CH2:41]1.[CH3:24][CH2:25][CH2:26][CH2:27][Li:28].[Cl:1][c:2]1[cH:3][c:4]2[c:5]([cH:22][cH:23]1)[C:6](=[CH:14][c:15]1[cH:16][c:17]([NH2:21])[cH:18][cH:19][cH:20]1)[c:7]1[cH:8][cH:9][s:10][c:11]1[CH2:12][CH2:13]2.[Cl:29][C:30]([C:31]([Cl:32])([Cl:33])[Cl:34])([Cl:35])[Cl:36]>>[Cl:1][c:2]1[cH:3][c:4]2[c:5]([cH:22][cH:23]1)[C:6](=[CH:14][c:15]1[cH:16][c:17]([NH2:21])[cH:18][cH:19][cH:20]1)[c:7]1[cH:8][c:9]([Cl:29])[s:10][c:11]1[CH2:12][CH2:13]2.